From a dataset of the Open Reaction Database (ORD), a public repository of structured organic reaction records. describe an organic reaction: reactants, conditions, products, and yield Starting materials: OC1(c2ccc(Br)cc2)CCC1, CC[SiH](CC)CC, ClCCl. The product is Brc1ccc(C2CCC2)cc1. Reaction SMILES: [Br:1][c:2]1[cH:3][cH:4][c:5]([C:8]2([OH:12])[CH2:9][CH2:10][CH2:11]2)[cH:6][cH:7]1.[CH2:13]([SiH:14]([CH2:15][CH3:16])[CH2:17][CH3:18])[CH3:19].[Cl:20][CH2:21][Cl:22]>>[Br:1][c:2]1[cH:3][cH:4][c:5]([CH:8]2[CH2:9][CH2:10][CH2:11]2)[cH:6][cH:7]1. Reactants: Fc1ccccc1Br, C#CCCCCCCCCCC, [Cu]I, C1CCOC1. Yields the product CCCCCCCCCCC#Cc1ccccc1F. RXN SMILES: [Br:1][c:2]1[c:3]([F:8])[cH:4][cH:5][cH:6][cH:7]1.[CH:9]#[C:10][CH2:11][CH2:12][CH2:13][CH2:14][CH2:15][CH2:16][CH2:17][CH2:18][CH2:19][CH3:20].[Cu:21][I:22].[O:23]1[CH2:24][CH2:25][CH2:26][CH2:27]1>>[c:2]1([C:9]#[C:10][CH2:11][CH2:12][CH2:13][CH2:14][CH2:15][CH2:16][CH2:17][CH2:18][CH2:19][CH3:20])[c:3]([F:8])[cH:4][cH:5][cH:6][cH:7]1. The reactants are ClC1=CC=C(CNC(=O)C=2C=NC3=C(C=C(C=C3C2O)C#CCO)F)C=C1 (N-(4-chlorobenzyl)-8-fluoro-4-hydroxy-6-(3-hydroxy-1-propynyl)-3-quinolinecarboxamide), 53, C(=O)O (formic acid). Yields the product C(=O)OCC#CC=1C=C2C(=C(C=NC2=C(C1)F)C(=O)NCC1=CC=C(C=C1)Cl)O (3-(3-{[(4-Chlorobenzyl)amino]carbonyl}-8-fluoro-4-hydroxy-6-quinolinyl)-2-propynyl formate). Yield: 44.0%. As a reaction SMILES: [Cl:1][C:2]1[CH:27]=[CH:26][C:5]([CH2:6][NH:7][C:8]([C:10]2[CH:11]=[N:12][C:13]3[C:18]([C:19]=2[OH:20])=[CH:17][C:16]([C:21]#[C:22][CH2:23][OH:24])=[CH:15][C:14]=3[F:25])=[O:9])=[CH:4][CH:3]=1.[CH:28](O)=[O:29]>>[CH:28]([O:24][CH2:23][C:22]#[C:21][C:16]1[CH:17]=[C:18]2[C:13](=[C:14]([F:25])[CH:15]=1)[N:12]=[CH:11][C:10]([C:8]([NH:7][CH2:6][C:5]1[CH:4]=[CH:3][C:2]([Cl:1])=[CH:27][CH:26]=1)=[O:9])=[C:19]2[OH:20])=[O:29]. Procedure: A solution of N-(4-chlorobenzyl)-8-fluoro-4-hydroxy-6-(3-hydroxy-1-propynyl)-3-quinolinecarboxamide from Example No. 53 (0.15 g) in 6 mL formic acid is heated at 100° C. for 6 hours. Once the reaction is cooled to room temperature, it is partitioned between CH2Cl2 and water. The organic layer is washed with water, saturated NaHCO3, and water again. The organic layer is dried over MgSO4, filtered and concentrated under reduced pressure to give a residue which is crystallized with CH2Cl2 /hexanes ... Starting materials: C(C1=CC=CC=C1)N (benzylamine), C(#N)CC(=O)OC (methyl cyanoacetate). Reaction conditions: temperature 100 celsius. The product is C(C1=CC=CC=C1)NC(CC#N)=O (N-benzyl α-cyanoacetamide). Isolated yield 40.0%. Reaction SMILES: [CH2:1]([NH2:8])[C:2]1[CH:7]=[CH:6][CH:5]=[CH:4][CH:3]=1.[C:9]([CH2:11][C:12](OC)=[O:13])#[N:10]>>[CH2:1]([NH:8][C:12](=[O:13])[CH2:11][C:9]#[N:10])[C:2]1[CH:7]=[CH:6][CH:5]=[CH:4][CH:3]=1. Procedure: To benzylamine (1.07 g, 0.01 mol) was added methyl cyanoacetate (0.99 g, 0.01 mol) and the mixture was heated for 16 h at 100° C. without condenser to allow evaporation of the methanol formed. Cooling gave a dark red solid which was triturated with ethanol, filtered and recrystallized from ethanol to give pure title compound in about 40% yield (0.70 g). mp 123°-4° C. Reactants: C1(=CC=CC=C1)C(N1C=NC(=C1)CCCO)(C1=CC=CC=C1)C1=CC=CC=C1 (3-(1-triphenylmethyl-1H-imidazol-4-yl)propanol), OC1=CC=C(C=C1)C(=O)C1CCC1 (cyclobutyl 4-hydroxyphenyl ketone). Product: N1C=NC(=C1)CCCOC1=CC=C(C=C1)C(=O)C1CCC1 (Cyclobutyl 4-(3-(1H-imidazol-4-yl)propyloxy)phenyl ketone). RXN SMILES: C1(C(C2C=CC=CC=2)(C2C=CC=CC=2)[N:8]2[CH:12]=[C:11]([CH2:13][CH2:14][CH2:15]O)[N:10]=[CH:9]2)C=CC=CC=1.[OH:29][C:30]1[CH:35]=[CH:34][C:33]([C:36]([CH:38]2[CH2:41][CH2:40][CH2:39]2)=[O:37])=[CH:32][CH:31]=1>>[NH:8]1[CH:12]=[C:11]([CH2:13][CH2:14][CH2:15][O:29][C:30]2[CH:31]=[CH:32][C:33]([C:36]([CH:38]3[CH2:39][CH2:40][CH2:41]3)=[O:37])=[CH:34][CH:35]=2)[N:10]=[CH:9]1. Procedure: 5 mmol of 3-(1-triphenylmethyl-1H-imidazol-4-yl)propanol and 6 mmol of cyclobutyl 4-hydroxyphenyl ketone are treated as described in Example 76. Reactants: B, C=CCC1(O[Si](C)(C)C(C)(C)C)CCCCC1, CCOCC, [Na+], C1CCOC1, [OH-], O, OO. Product: CC(C)(C)[Si](C)(C)OC1(CCCO)CCCCC1. RXN SMILES: [BH3:1].[CH2:2]([CH:3]=[CH2:4])[C:5]1([O:11][Si:12]([CH3:13])([CH3:14])[C:15]([CH3:16])([CH3:17])[CH3:18])[CH2:6][CH2:7][CH2:8][CH2:9][CH2:10]1.[CH3:28][CH2:29][O:30][CH2:31][CH3:32].[Na+:20].[O:23]1[CH2:24][CH2:25][CH2:26][CH2:27]1.[OH-:19].[OH2:33].[OH:21][OH:22]>>[CH2:2]([CH2:3][CH2:4][OH:19])[C:5]1([O:11][Si:12]([CH3:13])([CH3:14])[C:15]([CH3:16])([CH3:17])[CH3:18])[CH2:6][CH2:7][CH2:8][CH2:9][CH2:10]1. The solvent is ClCCCl (1,2-dichloroethane), C(Cl)Cl (CH2Cl2). Reaction SMILES: [Cl:1][C:2]1[N:7]=[C:6]([O:8][C:9]2[CH:14]=[CH:13][C:12]([O:15][CH3:16])=[CH:11][CH:10]=2)[C:5]([NH2:17])=[CH:4][N:3]=1.[C:18]([O:22][C:23]([N:25]1[CH2:29][C@H:28]([O:30][Si:31]([C:34]([CH3:37])([CH3:36])[CH3:35])([CH3:33])[CH3:32])[CH2:27][C@H:26]1[CH:38]=O)=[O:24])([CH3:21])([CH3:20])[CH3:19].C(O)(=O)C.[BH-](OC(C)=O)(OC(C)=O)OC(C)=O.[Na+]>ClCCCl.C(Cl)Cl>[C:18]([O:22][C:23]([N:25]1[CH2:29][C@H:28]([O:30][Si:31]([C:34]([CH3:37])([CH3:36])[CH3:35])([CH3:32])[CH3:33])[CH2:27][C@H:26]1[CH2:38][NH:17][C:5]1[C:6]([O:8][C:9]2[CH:10]=[CH:11][C:12]([O:15][CH3:16])=[CH:13][CH:14]=2)=[N:7][C:2]([Cl:1])=[N:3][CH:4]=1)=[O:24])([CH3:21])([CH3:20])[CH3:19] |f:3.4|. Procedure details: To a solution of Compound 1c (191 mg, 0.759 mmol) in 1,2-dichloroethane (4 mL) was added Compound 27d (250 mg; 0.759 mmol) and acetic acid (0.2 mL) at ambient temperature, and the mixture was stirred at room temperature for 1.5 h. The mixture was then treated with NaB(OAc)3H (240 mg; 1.14 mmol) and continually stirred at room temperature for 4 h. The resultant mixture was diluted with CH2Cl2, then washed with saturated NaHCO3 (aq) and water. The organic phase was washed sequentially with water a... Conditions: time 1.5 hour. Starting materials: ClC1=NC=C(C(=N1)OC1=CC=C(C=C1)OC)N (2-Chloro-4-(4-methoxy-phenoxy)-pyrimidin-5-ylamine), C(C)(C)(C)OC(=O)N1[C@@H](C[C@H](C1)O[Si](C)(C)C(C)(C)C)C=O (4-(R)-(tert-Butyl-dimethyl-silanyloxy)-2-(S)-formyl-pyrrolidine-1-carboxylic acid tert-butyl ester), C(C)(=O)O (acetic acid), [BH-](OC(=O)C)(OC(=O)C)OC(=O)C.[Na+] (NaB(OAc)3H), resultant mixture. Yields the product C(C)(C)(C)OC(=O)N1[C@@H](C[C@H](C1)O[Si](C)(C)C(C)(C)C)CNC=1C(=NC(=NC1)Cl)OC1=CC=C(C=C1)OC (4-(R)-(tert-Butyl-dimethyl-silanyloxy)-2-(S)-{[2-chloro-4-(4-methoxy-phenoxy)-pyrimidin-5-ylamino]-methyl}-pyrrolidine-1-carboxylic acid tert-butyl ester). Starting materials: C1(=CC=CC=C1)P(C1=CC=CC=C1)C1=CC=CC=C1 (triphenylphosphine), N(=NC(=O)OC(C)(C)C)C(=O)OC(C)(C)C (di-tert-butyl azodicarboxylate), N(=NC(=O)OC(C)(C)C)C(=O)OC(C)(C)C (di-tert-butyl azodicarboxylate), O1C(=NC2=C1C=CC=C2)N(CCCOC2=CC=C(C=C2)OC)CC2=CC(=CC=C2)O (N-(benzoxazole-2-yl)-N-(3-(4-methoxyphenoxy)propyl)-3-hydroxybenzylamine), O[C@@H]1C(=O)OCC1 ((S)-2-hydroxybutyrolactone), C1(=CC=CC=C1)P(C1=CC=CC=C1)C1=CC=CC=C1 (triphenylphosphine). Run in C1(=CC=CC=C1)C (toluene), O (Water), C1(=CC=CC=C1)C (toluene). Conditions: temperature 40 celsius, time 24 hour. The product is O1C(=NC2=C1C=CC=C2)N(CCCOC2=CC=C(C=C2)OC)CC=2C=C(C=CC2)O[C@H]2C(=O)OCC2 ((R)-2-{3-[N-(benzoxazole-2-yl)-N-(3-(4-methoxyphenoxy)propyl)aminomethyl]phenyloxy}butyrolactone). Reaction SMILES: [O:1]1[C:5]2[CH:6]=[CH:7][CH:8]=[CH:9][C:4]=2[N:3]=[C:2]1[N:10]([CH2:23][C:24]1[CH:29]=[CH:28][CH:27]=[C:26]([OH:30])[CH:25]=1)[CH2:11][CH2:12][CH2:13][O:14][C:15]1[CH:20]=[CH:19][C:18]([O:21][CH3:22])=[CH:17][CH:16]=1.O[C@H:32]1[CH2:37][CH2:36][O:35][C:33]1=[O:34].C1(P(C2C=CC=CC=2)C2C=CC=CC=2)C=CC=CC=1.N(C(OC(C)(C)C)=O)=NC(OC(C)(C)C)=O>C1(C)C=CC=CC=1.O>[O:1]1[C:5]2[CH:6]=[CH:7][CH:8]=[CH:9][C:4]=2[N:3]=[C:2]1[N:10]([CH2:23][C:24]1[CH:25]=[C:26]([O:30][C@@H:32]2[CH2:37][CH2:36][O:35][C:33]2=[O:34])[CH:27]=[CH:28][CH:29]=1)[CH2:11][CH2:12][CH2:13][O:14][C:15]1[CH:20]=[CH:19][C:18]([O:21][CH3:22])=[CH:17][CH:16]=1. Reported procedure: In an argon atmosphere, N-(benzoxazole-2-yl)-N-(3-(4-methoxyphenoxy)propyl)-3-hydroxybenzylamine (2.0 g), (S)-2-hydroxybutyrolactone (1.0 g), and triphenylphosphine (2.6 g) were dissolved in toluene (30 mL), and a solution of di-tert-butyl azodicarboxylate (2.3 g) in toluene (10 mL) was dropwise to the solution at 0° C., followed by stirring for 24 hours at 40° C. Subsequently, triphenylphosphine (1.3 g) and di-tert-butyl azodicarboxylate (1.1 g) were added to the mixture at 40° C., followed by ...